This data is from the Open Reaction Database (ORD), a public repository of structured organic reaction records. The task is: describe an organic reaction: reactants, conditions, products, and yield The reactants are C(C)OC(CCCOC1=CC=C2C(=C(N(C2=C1)CC1=CC=CC=C1)C)CC(=O)N)=O (4-[[3-(2-amino-2-oxoethyl)-2-methyl-1-(phenylmethyl)-1H-indol-6-yl]oxy]butanoic acid ethyl ester), [OH-].[Na+] (NaOH). The solvent is CCO (EtOH), O (water). Yields the product NC(CC1=C(N(C2=CC(=CC=C12)OCCCC(=O)O)CC1=CC=CC=C1)C)=O (4-[[3-(2-amino-2-oxoethyl)-2-methyl-1-(phenylmethyl)-1H-indol-6-yl]oxy]butanoic acid). Isolated yield 47.0%. RXN SMILES: C([O:3][C:4](=[O:30])[CH2:5][CH2:6][CH2:7][O:8][C:9]1[CH:17]=[C:16]2[C:12]([C:13]([CH2:26][C:27]([NH2:29])=[O:28])=[C:14]([CH3:25])[N:15]2[CH2:18][C:19]2[CH:24]=[CH:23][CH:22]=[CH:21][CH:20]=2)=[CH:11][CH:10]=1)C.[OH-].[Na+]>CCO.O>[NH2:29][C:27](=[O:28])[CH2:26][C:13]1[C:12]2[C:16](=[CH:17][C:9]([O:8][CH2:7][CH2:6][CH2:5][C:4]([OH:30])=[O:3])=[CH:10][CH:11]=2)[N:15]([CH2:18][C:19]2[CH:20]=[CH:21][CH:22]=[CH:23][CH:24]=2)[C:14]=1[CH3:25] |f:1.2|. Procedure: A solution of 100 mg (0.245 mmol) of 4-[[3-(2-amino-2-oxoethyl)-2-methyl-1-(phenylmethyl)-1H-indol-6-yl]oxy]butanoic acid ethyl ester and 2 mL of 1N NaOH in 5 mL of EtOH was stirred for 1.5 hours, diluted with water and extracted with EtOAc. The aqueous layer was made acidic to pH 6 with 1N HCl and extracted with EtOAc, the EtOAc dried (MgSO4), and concentrated at reduced pressure. The residue was crystallized from MeOH/CH2Cl2 to give 44 mg (47% yield) or 4-[[3-(2-amino-2-oxoethyl)-2-methyl-1-(p... The reactants are ClCCCl, CCN(C(C)C)C(C)C, Cl, Nc1cccc(C(=O)O)n1, CC(C)C(N)C(=O)N1CCC(O)(c2ccc(Cl)cc2)C(C)(C)C1, CN(C)C=O, On1nnc2ccccc21. Product: CC(C)C(NC(=O)c1cccc(N)n1)C(=O)N1CCC(O)(c2ccc(Cl)cc2)C(C)(C)C1. RXN SMILES: [CH2:11]([Cl:12])[CH2:13][Cl:14].[CH:25]([N:26]([CH2:27][CH3:28])[CH:29]([CH3:30])[CH3:31])([CH3:32])[CH3:33].[ClH:34].[NH2:1][c:2]1[cH:3][cH:4][cH:5][c:6]([C:8](=[O:9])[OH:10])[n:7]1.[NH2:35][CH:36]([C:37](=[O:38])[N:39]1[CH2:40][C:41]([CH3:53])([CH3:54])[C:42]([OH:45])([c:46]2[cH:47][cH:48][c:49]([Cl:52])[cH:50][cH:51]2)[CH2:43][CH2:44]1)[CH:55]([CH3:56])[CH3:57].[O:58]=[CH:59][N:60]([CH3:61])[CH3:62].[OH:15][n:16]1[c:17]2[c:18]([cH:19][cH:20][cH:21][cH:22]2)[n:23][n:24]1>>[NH2:1][c:2]1[cH:3][cH:4][cH:5][c:6]([C:8](=[O:10])[NH:35][CH:36]([C:37](=[O:38])[N:39]2[CH2:40][C:41]([CH3:53])([CH3:54])[C:42]([OH:45])([c:46]3[cH:47][cH:48][c:49]([Cl:52])[cH:50][cH:51]3)[CH2:43][CH2:44]2)[CH:55]([CH3:56])[CH3:57])[n:7]1. Reactants: BrC1=C(C(=CC(=C1)C)I)OCC=CC1=CC=CC=C1 (1-Bromo-3-iodo-5-methyl-2-(3-phenylallyloxy)-benzene), C([O-])([O-])=O.[Na+].[Na+] (sodium carbonate), C(=O)[O-].[Na+] (sodium formate). The reagents and catalysts are [Cl-].C(CCC)[N+](CCCC)(CCCC)CCCC (tetrabutylammonium chloride), CC#N.CC#N.Cl[Pd]Cl (bis(acetonitrile)dichloropalladium(II)). Solvent: CN(C)C=O (DMF). Reaction conditions: temperature 80 celsius. Yields the product C(C1=CC=CC=C1)C1=COC2=C1C=C(C=C2Br)C (3-benzyl-7-bromo-5-methyl-benzofuran). The yield is 52.7%. RXN SMILES: [Br:1][C:2]1[CH:7]=[C:6]([CH3:8])[CH:5]=[C:4](I)[C:3]=1[O:10][CH2:11][CH:12]=[CH:13][C:14]1[CH:19]=[CH:18][CH:17]=[CH:16][CH:15]=1.C(=O)([O-])[O-].[Na+].[Na+].C([O-])=O.[Na+]>[Cl-].C([N+](CCCC)(CCCC)CCCC)CCC.CC#N.CC#N.Cl[Pd]Cl.CN(C=O)C>[CH2:13]([C:12]1[C:4]2[CH:5]=[C:6]([CH3:8])[CH:7]=[C:2]([Br:1])[C:3]=2[O:10][CH:11]=1)[C:14]1[CH:19]=[CH:18][CH:17]=[CH:16][CH:15]=1 |f:1.2.3,4.5,6.7,8.9.10|. Reported procedure: 1-Bromo-3-iodo-5-methyl-2-(3-phenylallyloxy)-benzene (10.86 g, 25 mmol), tetrabutylammonium chloride (7.65 gm, 27.5 mmol), sodium carbonate (6.62 g, 62.46 mmol), sodium formate (1.7 g, 25 mmol), and bis(acetonitrile)dichloropalladium(II) (0.467 g, 1.8 mmol) was added to 50 ml DMF. The mixture was degassed and heated under nitrogen at 80° C. for 105 minutes, then cooled to room temperature. Water was added and the mixture was extracted with a hexanes/ethyl acetate (1:1) mixture. The solution was ... The reactants are CN(C)C=O, Clc1nc2ccccc2s1, [H-], [Na+], CC(C)(C)OC(=O)N1CCC(c2ccc(CCO)nc2)C(OCc2ccc3ccccc3c2)C1. The product is C=Cc1ccc(C2CCN(C(=O)OC(C)(C)C)CC2OCc2ccc3ccccc3c2)cn1. Reaction SMILES: [CH3:47][N:48]([CH3:49])[CH:50]=[O:51].[Cl:35][c:36]1[s:37][c:38]2[cH:39][cH:40][cH:41][cH:42][c:43]2[n:44]1.[H-:45].[Na+:46].[OH:1][CH2:2][CH2:3][c:4]1[cH:5][cH:6][c:7]([CH:10]2[CH:11]([O:23][CH2:24][c:25]3[cH:26][c:27]4[cH:28][cH:29][cH:30][cH:31][c:32]4[cH:33][cH:34]3)[CH2:12][N:13]([C:16](=[O:17])[O:18][C:19]([CH3:20])([CH3:21])[CH3:22])[CH2:14][CH2:15]2)[cH:8][n:9]1>>[CH2:2]=[CH:3][c:4]1[cH:5][cH:6][c:7]([CH:10]2[CH:11]([O:23][CH2:24][c:25]3[cH:26][c:27]4[cH:28][cH:29][cH:30][cH:31][c:32]4[cH:33][cH:34]3)[CH2:12][N:13]([C:16](=[O:17])[O:18][C:19]([CH3:20])([CH3:21])[CH3:22])[CH2:14][CH2:15]2)[cH:8][n:9]1. Starting materials: ClCCCOC1=CC=CC=C1 (3-Chloropropoxybenzene), C1(=CC=CC=C1)C(C(=O)O)CC (2-phenylbutyric acid), FC(C(=O)OC(C(F)(F)F)=O)(F)F (trifluoroacetic anhydride). Solvent: C([O-])(O)=O.[Na+] (sodium bicarbonate), C([O-])(O)=O.[Na+] (sodium bicarbonate). Conditions: time 16 hour. Product: ClCCCOC1=CC=C(C=C1)C(C(CC)C1=CC=CC=C1)=O (1-(4-(3-chloropropoxy)phenyl)-2-phenyl-1-butanone), solid. The yield is 81.0%. Reaction SMILES: [Cl:1][CH2:2][CH2:3][CH2:4][O:5][C:6]1[CH:11]=[CH:10][CH:9]=[CH:8][CH:7]=1.[C:12]1([CH:18]([CH2:22][CH3:23])[C:19](O)=[O:20])[CH:17]=[CH:16][CH:15]=[CH:14][CH:13]=1.FC(F)(F)C(OC(=O)C(F)(F)F)=O>C(=O)(O)[O-].[Na+]>[Cl:1][CH2:2][CH2:3][CH2:4][O:5][C:6]1[CH:11]=[CH:10][C:9]([C:19](=[O:20])[CH:18]([C:12]2[CH:17]=[CH:16][CH:15]=[CH:14][CH:13]=2)[CH2:22][CH3:23])=[CH:8][CH:7]=1 |f:3.4|. Procedure: 3-Chloropropoxybenzene (8g, 47 mmol) was added to a stirred solution of 2-phenylbutyric acid (8.5 g, 52 mmol) in trifluoroacetic anhydride (7.5 ml, 52 mmol) and stirring continued for 16 h. The mixture was poured into saturated sodium bicarbonate solution (100 ml), neutralized by addition of sodium bicarbonate, and extracted with ethyl acetate (3×50 ml). The combined organic extracts were washed with water (2×50 ml), dried (MgSO4), and concentrated in vacuo. The residues were distilled to give t... Reactants: C(C)(=O)O.C(C=C)N (allylamine acetate), CC1=C(C(NC(=N1)SC)=O)CCC (6-methyl-2-methylthio-5-propylpyrimid-4(3H)-one). Run in O (water). Conditions: temperature 130 celsius. Product: C(C=C)NC1=NC(=C(C(N1)=O)CCC)C (2-allylamino-6-methyl-5-propylpyrimid-4(3H)-one), formula VII. RXN SMILES: C(O)(=O)C.[CH2:5]([NH2:8])[CH:6]=[CH2:7].[CH3:9][C:10]1[N:15]=[C:14](SC)[NH:13][C:12](=[O:18])[C:11]=1[CH2:19][CH2:20][CH3:21]>O>[CH2:5]([NH:8][C:14]1[NH:13][C:12](=[O:18])[C:11]([CH2:19][CH2:20][CH3:21])=[C:10]([CH3:9])[N:15]=1)[CH:6]=[CH2:7] |f:0.1|. Procedure: A mixture of allylamine acetate (12 g) and 6-methyl-2-methylthio-5-propylpyrimid-4(3H)-one (6 g) was heated at 130° C for 45 minutes. The mixture was cooled and water was added. The precipitated product was collected, washed with water, dried and recrystallised from petroleum (b.p. 80°-100° C) giving 2-allylamino-6-methyl-5-propylpyrimid-4(3H)-one (formula VII, R1 = CH3, R = C3H7, R6 = H, R7 = CH2CH=CH2) having a melting point of 152°-153° C. Starting materials: S(=O)(=O)(C(F)(F)F)N=[N+]=[N-] (TfN3), Cl.NC(C(=O)OC)CCCCNC(=O)OCC1=CC=CC=C1 (methyl 2-amino-6-{[(benzyloxy)carbonyl]amino}hexanoate hydrochloride salt), ( g ), [N-]=[N+]=[N-].[Na+] (NaN3), O(S(=O)(=O)C(F)(F)F)S(=O)(=O)C(F)(F)F (Tf2O). Reagents/catalysts: CN(C)C=1C=CN=CC1 (DMAP). Run in C(Cl)Cl (CH2Cl2), O (H2O), C(Cl)Cl (CH2Cl2). The product is N(=[N+]=[N-])C(C(=O)OC)CCCCNC(=O)OCC1=CC=CC=C1 (Methyl 2-azido-6-{[(benzyloxy)carbonyl]amino}hexanoate). Isolated yield 95.7%. RXN SMILES: [N-:1]=[N+:2]=[N-:3].[Na+].O(S(C(F)(F)F)(=O)=O)S(C(F)(F)F)(=O)=O.S(N=[N+]=[N-])(C(F)(F)F)(=O)=O.Cl.N[CH:32]([CH2:37][CH2:38][CH2:39][CH2:40][NH:41][C:42]([O:44][CH2:45][C:46]1[CH:51]=[CH:50][CH:49]=[CH:48][CH:47]=1)=[O:43])[C:33]([O:35][CH3:36])=[O:34]>O.CN(C1C=CN=CC=1)C.C(Cl)Cl>[N:1]([CH:32]([CH2:37][CH2:38][CH2:39][CH2:40][NH:41][C:42]([O:44][CH2:45][C:46]1[CH:51]=[CH:50][CH:49]=[CH:48][CH:47]=1)=[O:43])[C:33]([O:35][CH3:36])=[O:34])=[N+:2]=[N-:3] |f:0.1,4.5|. Procedure: Following the method described by Aubé and coworkers, supra, a solution of NaN3 (0.88 g, 13.7 mmol) in H2O (2.5 mL) was cooled to 0° C. and CH2Cl2 (4 mL) was added. Whilst the mixture was stirring vigorously, Tf2O (0.47 mL, 2.26 mmol) was added dropwise. The resulting solution was stirred for an additional 2 h. The mixture was then placed in a separating funnel, and the organic layer was removed. The aqueous phase was extracted further with CH2Cl2 (2×3 mL). The organic layers were combined, wash...